Task: describe an organic reaction: reactants, conditions, products, and yield. Dataset: the Open Reaction Database (ORD), a public repository of structured organic reaction records Starting materials: CC(Cl)(Cl)C=O, NC(=O)c1ccc(Cl)cc1, Cc1ccc(S(=O)(=O)O)cc1, c1ccc2[nH]nnc2c1. Product: CC(Cl)(Cl)C(NC(=O)c1ccc(Cl)cc1)n1nnc2ccccc21. As a reaction SMILES: [Cl:11][C:12]([CH:13]=[O:14])([CH3:15])[Cl:16].[Cl:1][c:2]1[cH:3][cH:4][c:5]([C:6](=[O:7])[NH2:8])[cH:9][cH:10]1.[c:26]1([CH3:27])[cH:28][cH:29][c:30]([S:31]([OH:32])(=[O:33])=[O:34])[cH:35][cH:36]1.[nH:17]1[n:18][n:19][c:20]2[c:21]1[cH:22][cH:23][cH:24][cH:25]2>>[Cl:1][c:2]1[cH:3][cH:4][c:5]([C:6](=[O:7])[NH:8][CH:13]([C:12]([Cl:11])([CH3:15])[Cl:16])[n:17]2[n:18][n:19][c:20]3[c:21]2[cH:22][cH:23][cH:24][cH:25]3)[cH:9][cH:10]1. Reactants: C(C)(C)(C)C=1N=C(C2=CC=CC=C2C1C1=CC=CC=C1)Cl (3-tert.butyl-1-chloro-4-phenyl isoquinoline), [OH-].[K+] (potassium hydroxide), [H][H] (hydrogen). The reagents and catalysts are [Pd] (palladium on carbon). Run in C(C)O (ethanol). The product is Cl.C(C)(C)(C)C=1N=CC2=CC=CC=C2C1C1=CC=CC=C1 (3-tert.butyl-4-phenyl isoquinoline hydrochloride). As a reaction SMILES: [C:1]([C:5]1[N:6]=[C:7]([Cl:21])[C:8]2[C:13]([C:14]=1[C:15]1[CH:20]=[CH:19][CH:18]=[CH:17][CH:16]=1)=[CH:12][CH:11]=[CH:10][CH:9]=2)([CH3:4])([CH3:3])[CH3:2].[OH-].[K+].[H][H]>[Pd].C(O)C>[ClH:21].[C:1]([C:5]1[N:6]=[CH:7][C:8]2[C:13]([C:14]=1[C:15]1[CH:20]=[CH:19][CH:18]=[CH:17][CH:16]=1)=[CH:12][CH:11]=[CH:10][CH:9]=2)([CH3:4])([CH3:2])[CH3:3] |f:1.2,6.7|. Reported procedure: A mixture of 21.7 g. (0.073 mole) of 3-tert.butyl-1-chloro-4-phenyl isoquinoline, 4.09 g. (0.073 mole) potassium hydroxide, 1.09 g 10% palladium on carbon and 1 liter of ethanol is hydrogenated at room temperature and 50 psi until 1 equivalent of hydrogen is absorbed. The catalyst is filtered off and washed with ethanol, combined ethanol portions are evaporated in vacuo. The residue is dissolved in ethyl ether, washed with water, dried, and filtered and the filtrate treated with gaseous HCl. The... Reactants: C(C1=CC=CC=C1)N (benzyl amine), C(CC)NS(=O)(=O)C=1C=C2C(C(NC2=CC1)=O)=O (2,3-Dioxo-2,3-dihydro-1H-indole-5-sulfonic acid propylamide). Product: C(C1=CC=CC=C1)NS(=O)(=O)C=1C=C2C(C(NC2=CC1)=O)=O (2,3-Dioxo-2,3-dihydro-1H-indole-5-sulfonic acid benzylamide). Reaction SMILES: [CH2:1]([NH2:8])[C:2]1[CH:7]=[CH:6][CH:5]=[CH:4][CH:3]=1.C(N[S:13]([C:16]1[CH:17]=[C:18]2[C:22](=[CH:23][CH:24]=1)[NH:21][C:20](=[O:25])[C:19]2=[O:26])(=[O:15])=[O:14])CC>>[CH2:1]([NH:8][S:13]([C:16]1[CH:17]=[C:18]2[C:22](=[CH:23][CH:24]=1)[NH:21][C:20](=[O:25])[C:19]2=[O:26])(=[O:14])=[O:15])[C:2]1[CH:7]=[CH:6][CH:5]=[CH:4][CH:3]=1. Reported procedure: The title compound was prepared from benzyl amine following the procedure for 2,3-Dioxo-2,3-dihydro-1H-indole-5-sulfonic acid propylamide. The reactants are NCC1=CC=NC=C1 (4-(Aminomethyl)pyridine), [N+](=O)([O-])C1=CC=C(C=C1)OC(N(C1=NC(=NC=C1)NC(C)C)C1=CC=C(C=C1)F)=O ((4-fluorophenyl)-(2-isopropylamino-pyrimidin-4-yl)-carbamic acid 4-nitro-phenyl ester). The solvent is C(Cl)Cl (methylene chloride), C(Cl)Cl (methylene chloride). Conditions: time 8 hour. Product: FC1=CC=C(C=C1)N(C(=O)NCC1=CC=NC=C1)C1=NC(=NC=C1)NC(C)C (1-(4-Fluorophenyl)-1-(2-isopropylamino-pyrimidin-4-yl)-3-pyridin-4-ylmethyl-urea). As a reaction SMILES: [NH2:1][CH2:2][C:3]1[CH:8]=[CH:7][N:6]=[CH:5][CH:4]=1.[N+](C1C=CC([O:18][C:19](=O)[N:20]([C:31]2[CH:36]=[CH:35][C:34]([F:37])=[CH:33][CH:32]=2)[C:21]2[CH:26]=[CH:25][N:24]=[C:23]([NH:27][CH:28]([CH3:30])[CH3:29])[N:22]=2)=CC=1)([O-])=O>C(Cl)Cl>[F:37][C:34]1[CH:33]=[CH:32][C:31]([N:20]([C:21]2[CH:26]=[CH:25][N:24]=[C:23]([NH:27][CH:28]([CH3:30])[CH3:29])[N:22]=2)[C:19]([NH:1][CH2:2][C:3]2[CH:8]=[CH:7][N:6]=[CH:5][CH:4]=2)=[O:18])=[CH:36][CH:35]=1. Reported procedure: 4-(Aminomethyl)pyridine (100 μL, 0.974 mmol) is added dropwise to a solution of (4-fluorophenyl)-(2-isopropylamino-pyrimidin-4-yl)-carbamic acid 4-nitro-phenyl ester, 5, (334 mg, 0.812 mmol) in methylene chloride (8 mL) at room temperature. The orange solution is stirred at ambient temperature overnight. The reaction mixture is diluted with methylene chloride (50 mL) and washed with a 0.5 N aqueous solution of sodium hydroxide (2×50 mL) and water (50 mL), dried over sodium sulfate, filtered and ... Reactants: [BH4-], CO, Cn1nnnc1SCC1=NCCc2cc(O)c(O)cc21, Cl, Cl, [Na+]. Yields the product Cn1nnnc1SCC1NCCc2cc(O)c(O)cc21, Cl. As a reaction SMILES: [BH4-:22].[CH3:25][OH:26].[CH3:2][n:3]1[n:4][n:5][n:6][c:7]1[S:8][CH2:9][C:10]1=[N:11][CH2:12][CH2:13][c:14]2[cH:15][c:16]([OH:21])[c:17]([OH:20])[cH:18][c:19]21.[ClH:1].[ClH:24].[Na+:23]>>[CH3:2][n:3]1[n:4][n:5][n:6][c:7]1[S:8][CH2:9][CH:10]1[NH:11][CH2:12][CH2:13][c:14]2[cH:15][c:16]([OH:21])[c:17]([OH:20])[cH:18][c:19]21.[ClH:1].